From a dataset of the Open Reaction Database (ORD), a public repository of structured organic reaction records. describe an organic reaction: reactants, conditions, products, and yield The reactants are C=C1CC(=O)O1 (diketene), C1(=CC=CC=C1)P(SCCCC)[O-] (n-butyl phenylthiophosphonite). Run at temperature 85 celsius. The product is C(CCC)OP(=S)(C1=CC=CC=C1)CC1CC(O1)=O (n-butyl(2-oxo-4-oxetanylmethyl)phenylthiophosphinate). As a reaction SMILES: [CH2:1]=[C:2]1[O:6][C:4](=[O:5])[CH2:3]1.[C:7]1([P:13]([O-:19])[S:14]CCCC)[CH:12]=[CH:11][CH:10]=[CH:9][CH:8]=1>>[CH2:1]([O:19][P:13]([CH2:1][CH:2]1[O:6][C:4](=[O:5])[CH2:3]1)([C:7]1[CH:8]=[CH:9][CH:10]=[CH:11][CH:12]=1)=[S:14])[CH2:2][CH2:3][CH3:4]. Reported procedure: A mixture of 7.4 parts of diketene and 1.2 parts of bis-(t-butylcyclohexyl)-perdicarbonate was added dropwise over 1 hour to 65.4 parts of vigorously stirred n-butyl phenylthiophosphonite which was heated at 85° C. in a nitrogen atmosphere. The mixture was then passed down a wiped wall still at 70° C. and a pressure of 0.013 mb to remove unreacted starting materials. The residue was distilled on the wiped wall still at 115° C. and a pressure of 0.013 mb and gave crude n-butyl(2-oxo-4-oxetanylmet... Product: NC(C(C(F)(F)F)(O)C(F)(F)F)CN[C@@](CC1=CC=CC=C1)(C1=CC(=CC(=C1)OC(C(F)F)(F)F)F)C1=CC(=C(C=C1)F)OC(C)C (3-Amino-1,1,1-trifluoro-4-((R)-1-(4-fluoro-3-isopropoxyphenyl)-1-(3-fluoro-5-(1,1,2,2-tetrafluoroethoxy)phenyl)-2-phenylethylamino)-2-(trifluoromethyl)butan-2-ol). The yield is 20.0%. Starting materials: NC(C(=O)N[C@@](CC1=CC=CC=C1)(C1=CC(=CC(=C1)OC(C(F)F)(F)F)F)C1=CC(=C(C=C1)F)OC(C)C)C(C(F)(F)F)(C(F)(F)F)O (2-amino-4,4,4-trifluoro-N—((R)-1-(4-fluoro-3-isopropoxyphenyl)-1-(3-fluoro-5-(1,1,2,2-tetrafluoroethoxy)phenyl)-2-phenylethyl)-3-hydroxy-3-(trifluoromethyl)butanamide), B (borane), [H][H] (hydrogen). RXN SMILES: [NH2:1][CH:2]([C:39]([OH:48])([C:44]([F:47])([F:46])[F:45])[C:40]([F:43])([F:42])[F:41])[C:3]([NH:5][C@:6]([C:28]1[CH:33]=[CH:32][C:31]([F:34])=[C:30]([O:35][CH:36]([CH3:38])[CH3:37])[CH:29]=1)([C:14]1[CH:19]=[C:18]([O:20][C:21]([F:26])([F:25])[CH:22]([F:24])[F:23])[CH:17]=[C:16]([F:27])[CH:15]=1)[CH2:7][C:8]1[CH:13]=[CH:12][CH:11]=[CH:10][CH:9]=1)=O.B.[H][H]>C1COCC1>[NH2:1][CH:2]([CH2:3][NH:5][C@:6]([C:28]1[CH:33]=[CH:32][C:31]([F:34])=[C:30]([O:35][CH:36]([CH3:38])[CH3:37])[CH:29]=1)([C:14]1[CH:19]=[C:18]([O:20][C:21]([F:25])([F:26])[CH:22]([F:24])[F:23])[CH:17]=[C:16]([F:27])[CH:15]=1)[CH2:7][C:8]1[CH:9]=[CH:10][CH:11]=[CH:12][CH:13]=1)[C:39]([C:44]([F:45])([F:46])[F:47])([OH:48])[C:40]([F:43])([F:42])[F:41]. Conditions: temperature 100 celsius. Procedure details: To a solution of 2-amino-4,4,4-trifluoro-N—((R)-1-(4-fluoro-3-isopropoxyphenyl)-1-(3-fluoro-5-(1,1,2,2-tetrafluoroethoxy)phenyl)-2-phenylethyl)-3-hydroxy-3-(trifluoromethyl)butanamide, prepared as described in Example 293, (20 mg, 0.028 mmol) in THF (0.5 mL) was added borane (0.2 mL, 1.0 M solution in THF). After hydrogen evolution ceased, the solution was heated in a sealed microwave vial under microwave irradiation at 100° C. for 5 min. The solvents were removed under a stream of nitrogen then... Run in C1CCOC1 (THF). The reactants are [Br-], C1CCOC1, CCOCC, [Mg+]C1CCCC1, [Cl-], [NH4+], CON(C)C(=O)c1sc(NC(=O)c2ccncc2)nc1-c1ccco1. Product: O=C(Nc1nc(-c2ccco2)c(C(=O)C2CCCC2)s1)c1ccncc1. Reaction SMILES: [Br-:26].[CH2:40]1[O:41][CH2:42][CH2:43][CH2:44]1.[CH3:33][CH2:34][O:35][CH2:36][CH3:37].[CH:27]1([Mg+:32])[CH2:28][CH2:29][CH2:30][CH2:31]1.[Cl-:38].[NH4+:39].[o:1]1[c:2](-[c:6]2[n:7][c:8]([NH:17][C:18](=[O:19])[c:20]3[cH:21][cH:22][n:23][cH:24][cH:25]3)[s:9][c:10]2[C:11]([N:12]([O:13][CH3:14])[CH3:15])=[O:16])[cH:3][cH:4][cH:5]1>>[o:1]1[c:2](-[c:6]2[n:7][c:8]([NH:17][C:18](=[O:19])[c:20]3[cH:21][cH:22][n:23][cH:24][cH:25]3)[s:9][c:10]2[C:11](=[O:16])[CH:27]2[CH2:28][CH2:29][CH2:30][CH2:31]2)[cH:3][cH:4][cH:5]1. Starting materials: C(C)(C)(C)OC(=O)NCCC(=O)OC1=CC=C(C=C1)OC(F)(F)F (4-(trifluoromethoxy)phenyl N-(tert-butoxycarbonyl)-β-alaninate), Cl.NCCCC(=O)OC1=C(C=CC=C1C)C (2,6-dimethylphenyl 4-aminobutanoate hydrochloride), H+. Yields the product NCCC(=O)OC1=CC=C(C=C1)OC(F)(F)F (4-(Trifluoromethoxy)phenyl β-alaninate). RXN SMILES: C(OC([NH:8][CH2:9][CH2:10][C:11]([O:13][C:14]1[CH:19]=[CH:18][C:17]([O:20][C:21]([F:24])([F:23])[F:22])=[CH:16][CH:15]=1)=[O:12])=O)(C)(C)C.Cl.NCCCC(OC1C(C)=CC=CC=1C)=O>>[NH2:8][CH2:9][CH2:10][C:11]([O:13][C:14]1[CH:19]=[CH:18][C:17]([O:20][C:21]([F:22])([F:23])[F:24])=[CH:16][CH:15]=1)=[O:12] |f:1.2|. Procedure: The title compound was prepared from 4-(trifluoromethoxy)phenyl N-(tert-butoxycarbonyl)-β-alaninate in a similar manner as described for 2,6-dimethylphenyl 4-aminobutanoate hydrochloride. Mass Spectrum M+H+ 251.10 Starting materials: ClC1=CC=C2C(=N1)NC=C2\C=C\2/OC1=C(C2=O)C=CC(=C1CN1CCN(CC1)C(=O)OC(C)(C)C)O (tert-butyl (Z)-4-({2-[(6-chloro-1H-pyrrolo[2,3-b]pyridin-3-yl)methylene]-6-hydroxy-3-oxo-2,3-dihydrobenzofuran-7-yl}methyl)piperazine-1-carboxylate), solution, Cl (hydrogen chloride). The solvent is C(Cl)Cl (methylene chloride), O1CCOCC1 (1,4-dioxane). Run at time 2 hour. The product is Cl.Cl.Cl.ClC1=CC=C2C(=N1)NC=C2\C=C\2/OC1=C(C2=O)C=CC(=C1CN1CCNCC1)O ((Z)-2-[(6-chloro-1H-pyrrolo[2,3-b]pyridin-3-yl)methylene]-6-hydroxy-7-(piperazin-1-ylmethyl)benzofuran-3(2H)-one trihydrochloride). Isolated yield 75.0%. Reaction SMILES: [Cl:1][C:2]1[N:7]=[C:6]2[NH:8][CH:9]=[C:10](/[CH:11]=[C:12]3\[O:13][C:14]4[C:21]([CH2:22][N:23]5[CH2:28][CH2:27][N:26](C(OC(C)(C)C)=O)[CH2:25][CH2:24]5)=[C:20]([OH:36])[CH:19]=[CH:18][C:15]=4[C:16]\3=[O:17])[C:5]2=[CH:4][CH:3]=1.[ClH:37]>C(Cl)Cl.O1CCOCC1>[ClH:1].[ClH:37].[ClH:1].[Cl:1][C:2]1[N:7]=[C:6]2[NH:8][CH:9]=[C:10](/[CH:11]=[C:12]3\[O:13][C:14]4[C:21]([CH2:22][N:23]5[CH2:24][CH2:25][NH:26][CH2:27][CH2:28]5)=[C:20]([OH:36])[CH:19]=[CH:18][C:15]=4[C:16]\3=[O:17])[C:5]2=[CH:4][CH:3]=1 |f:4.5.6.7|. Procedure details: A solution of tert-butyl (Z)-4-({2-[(6-chloro-1H-pyrrolo[2,3-b]pyridin-3-yl)methylene]-6-hydroxy-3-oxo-2,3-dihydrobenzofuran-7-yl}methyl)piperazine-1-carboxylate (0.020 g, 0.039 mmol) in methylene chloride (2.0 mL) was added with a 4 M solution of hydrogen chloride in 1,4-dioxane (2.0 mL), and then the mixture was stirred at room temperature for 2 hours. The mixture was azeotroped twice with toluene under reduced pressure, and then the residual solid was suspended in a mixed solvent of methylene...